describe an organic reaction: reactants, conditions, products, and yield From a dataset of the Open Reaction Database (ORD), a public repository of structured organic reaction records. Starting materials: NC=1C=C(C(=O)NC2=CC=CC=C2)C=CC1 (3-aminobenzanilide), ClC=1C=C(C=C(C1)Cl)N=C=S (3,5-dichlorophenyl isothiocyanate). Run in C(C)(=O)OCC (ethyl acetate). Yields the product ClC=1C=C(C=C(C1)Cl)NC(NC=1C=C(C(=O)NC2=CC=CC=C2)C=CC1)=S (3-[3-(3,5-Dichlorophenyl)-thioureido]-N-phenyl-benzamide). Yield: 73.0%. RXN SMILES: [NH2:1][C:2]1[CH:3]=[C:4]([CH:14]=[CH:15][CH:16]=1)[C:5]([NH:7][C:8]1[CH:13]=[CH:12][CH:11]=[CH:10][CH:9]=1)=[O:6].[Cl:17][C:18]1[CH:19]=[C:20]([N:25]=[C:26]=[S:27])[CH:21]=[C:22]([Cl:24])[CH:23]=1>C(OCC)(=O)C>[Cl:17][C:18]1[CH:19]=[C:20]([NH:25][C:26](=[S:27])[NH:1][C:2]2[CH:3]=[C:4]([CH:14]=[CH:15][CH:16]=2)[C:5]([NH:7][C:8]2[CH:13]=[CH:12][CH:11]=[CH:10][CH:9]=2)=[O:6])[CH:21]=[C:22]([Cl:24])[CH:23]=1. Reported procedure: Prepared according to the procedure described for Example 60 using 3-aminobenzanilide (0.213 g, 1.0 mmol) and 3,5-dichlorophenyl isothiocyanate (0.208 g, 1.0 mmol). Trituration in ethyl acetate gave the product (0.304 g); m.p. 174-177° C. Starting materials: CCOC(=O)COc1c(-c2ccccc2)cc(OC(C)=O)cc1-c1ccccc1, Cc1ccccc1, CC(C)=O, Cc1ccc(S(=O)(=O)O)cc1. The product is CCOC(=O)COc1c(-c2ccccc2)cc(O)cc1-c1ccccc1. Reaction SMILES: [C:1](=[O:2])([CH3:3])[O:4][c:5]1[cH:6][c:7](-[c:24]2[cH:25][cH:26][cH:27][cH:28][cH:29]2)[c:8]([O:9][CH2:10][C:11](=[O:12])[O:13][CH2:14][CH3:15])[c:16](-[c:18]2[cH:19][cH:20][cH:21][cH:22][cH:23]2)[cH:17]1.[CH3:41][c:42]1[cH:43][cH:44][cH:45][cH:46][cH:47]1.[CH3:48][C:49](=[O:50])[CH3:51].[c:30]1([CH3:31])[cH:32][cH:33][c:34]([S:35]([OH:36])(=[O:37])=[O:38])[cH:39][cH:40]1>>[OH:4][c:5]1[cH:6][c:7](-[c:24]2[cH:25][cH:26][cH:27][cH:28][cH:29]2)[c:8]([O:9][CH2:10][C:11](=[O:12])[O:13][CH2:14][CH3:15])[c:16](-[c:18]2[cH:19][cH:20][cH:21][cH:22][cH:23]2)[cH:17]1. Starting materials: [Pb](=O)=O (lead dioxide), resultant solution, O (water), OCC=C(C)CCC=C(C)CCC=C(C)C (Farnesol), 1,4-hydroquinone, B(F)(F)F.CCOCC (boron trifluoride ethyl etherate). The solvent is C(C)OCC (diethylether), O1CCOCC1 (dioxane). Run at time 2 day. Yields the product C(C=C(C)CCC=C(C)CCC=C(C)C)C=1C(C=CC(C1)=O)=O (2-farnesyl-1, 4-benzoquinone). Yield: 2.3%. Reaction SMILES: O[CH2:2][CH:3]=[C:4]([CH2:6][CH2:7][CH:8]=[C:9]([CH2:11][CH2:12][CH:13]=[C:14]([CH3:16])[CH3:15])[CH3:10])[CH3:5].B(F)(F)F.CC[O:23][CH2:24][CH3:25].[OH2:26].[Pb](=O)=O>O1CCOCC1.C(OCC)C>[CH2:2]([C:2]1[C:24](=[O:23])[CH:25]=[CH:5][C:4](=[O:26])[CH:3]=1)[CH:3]=[C:4]([CH2:6][CH2:7][CH:8]=[C:9]([CH2:11][CH2:12][CH:13]=[C:14]([CH3:16])[CH3:15])[CH3:10])[CH3:5] |f:1.2|. Reported procedure: Farnesol (33.4 g; 150 mmole) was dropwise added to a solution of 1,4-hydroquinone (33.0 g; 300 mmole) and boron trifluoride ethyl etherate (17.0 g; 120 mmole) in 300 ml of dioxane at 50° C. over two hours. After stirring the resultant solution at that temperature for two hours, the reaction solution was poured into 500 ml of water and was extracted twice with diethyl ether (500 ml). The extract was washed once with 500 ml of 5% (w/v) aqueous sodium hydroxide solution, twice with water (500 ml) a... Reactants: CC=1C=C(C=CC1)NC(NCC(=O)N1C(CC(C1C1=CC=CC=C1)C(=O)OC)C(=O)OC(C)(C)C)=O (2-tert-butyl 4-methyl (2RS,4RS,5SR)-1-{2-[3-(3-methylphenyl)ureido]acetyl}-5-phenylpyrrolidine-2,4-dicarboxylate), [OH-].[K+] (potassium hydroxide). Solvent: CO (methanol), O (water). Product: CC=1C=C(C=CC1)NC(NCC(=O)N1C(CC(C1C1=CC=CC=C1)C(=O)O)C(=O)OC(C)(C)C)=O (2-tert-butyl hydrogen (2RS,4SR,5SR)-1-{2-[3-(3-methylphenyl)ureido]acetyl}-5-phenylpyrrolidine-2,4-dicarboxylate). Isolated yield 45.0%. RXN SMILES: [CH3:1][C:2]1[CH:3]=[C:4]([NH:8][C:9](=[O:36])[NH:10][CH2:11][C:12]([N:14]2[CH:18]([C:19]3[CH:24]=[CH:23][CH:22]=[CH:21][CH:20]=3)[CH:17]([C:25]([O:27]C)=[O:26])[CH2:16][CH:15]2[C:29]([O:31][C:32]([CH3:35])([CH3:34])[CH3:33])=[O:30])=[O:13])[CH:5]=[CH:6][CH:7]=1.[OH-].[K+]>O.CO>[CH3:1][C:2]1[CH:3]=[C:4]([NH:8][C:9](=[O:36])[NH:10][CH2:11][C:12]([N:14]2[CH:18]([C:19]3[CH:20]=[CH:21][CH:22]=[CH:23][CH:24]=3)[CH:17]([C:25]([OH:27])=[O:26])[CH2:16][CH:15]2[C:29]([O:31][C:32]([CH3:34])([CH3:33])[CH3:35])=[O:30])=[O:13])[CH:5]=[CH:6][CH:7]=1 |f:1.2|. Procedure details: A The reaction is carried out in a way analogous to that described in Example 3, but from 1.6 g of 2-tert-butyl 4-methyl (2RS,4RS,5SR)-1-{2-[3-(3-methylphenyl)ureido]acetyl}-5-phenylpyrrolidine-2,4-dicarboxylate and 0.18 g of potassium hydroxide in 20 cm3 of distilled water and 60 cm3 of methanol. After treatment, there is obtained 0.7 g of 2-tert-butyl hydrogen (2RS,4SR,5SR)-1-{2-[3-(3-methylphenyl)ureido]acetyl}-5-phenylpyrrolidine-2,4-dicarboxylate, melting at 160° C. Reactants: [I-].C(#N)C1=CC=C2C=CC=[N+](C2=C1)CC=C (7-cyano-1-(2-propen-1-yl)quinolinium iodide), [OH-].[K+] (potassium hydroxide), O (Water). The reagents and catalysts are [Fe-3](C#N)(C#N)(C#N)(C#N)(C#N)C#N.[K+].[K+].[K+] (potassium ferricyanide). Solvent: O1CCOCC1.O (1,4-dioxane water). Reaction conditions: time 2 hour. The product is O=C1N(C2=CC(=CC=C2C=C1)C#N)CC=C (2-Oxo-1-(2-propen-1-yl)-1,2-dihydro-7-quinolinecarbonitrile). Isolated yield 52.9%. As a reaction SMILES: [I-].[C:2]([C:4]1[CH:13]=[C:12]2[C:7]([CH:8]=[CH:9][CH:10]=[N+:11]2[CH2:14][CH:15]=[CH2:16])=[CH:6][CH:5]=1)#[N:3].[OH-:17].[K+].O>O1CCOCC1.O.[Fe-3](C#N)(C#N)(C#N)(C#N)(C#N)C#N.[K+].[K+].[K+]>[O:17]=[C:10]1[CH:9]=[CH:8][C:7]2[C:12](=[CH:13][C:4]([C:2]#[N:3])=[CH:5][CH:6]=2)[N:11]1[CH2:14][CH:15]=[CH2:16] |f:0.1,2.3,5.6,7.8.9.10|. Procedure details: A mixture of 7-cyano-1-(2-propen-1-yl)quinolinium iodide (1.75 g, 5.4 mmol), potassium hydroxide (1.33 g, 23.76 mmol) and potassium ferricyanide (3.9 g, 11.9 mmol) in 50% 1,4-dioxane/water was stirred at rt for 2 h. Water (50 ml) was then added and the organic phase was extracted with 10% methanol/DCM (2×100 ml). The combined organic phases were washed with water (100 ml) then dried and evaporated. The residue was chromatographed on silica gel, eluting with 0-5% methanol-DCM to afford the desire...